describe an organic reaction: reactants, conditions, products, and yield From a dataset of the Open Reaction Database (ORD), a public repository of structured organic reaction records. The yield is 80.3%. Product: S1C=NC(=C1)COC1=CC=C(C=O)C=C1 (4-(4-thiazolylmethoxy)benzaldehyde). Reaction SMILES: [OH:1][C:2]1[CH:9]=[CH:8][C:5]([CH:6]=[O:7])=[CH:4][CH:3]=1.C(=O)([O-])[O-].[K+].[K+].Cl.[S:17]1[CH:21]=[C:20]([CH2:22]Cl)[N:19]=[CH:18]1>CN(C=O)C.[Cl-].[Na+].O>[S:17]1[CH:21]=[C:20]([CH2:22][O:1][C:2]2[CH:9]=[CH:8][C:5]([CH:6]=[O:7])=[CH:4][CH:3]=2)[N:19]=[CH:18]1 |f:1.2.3,4.5,7.8.9|. Reported procedure: To a solution of 4-hydroxybenzaldehyde (12.1 g, 100 mmol) and potassium carbonate (41.5 g, 0.30 mole) in DMF (100 mL) was added 4-thiazolylmethyl chloride hydrochloride (17.0 g, 100 mmol), and the resulting mixture was stirred at ambient temperature for 48 hours. The mixture was then poured into brine and filtered to collect the precipitated solid. The solid was washed with water (500 mL) and 10% ethyl ether in hexane and dried in vacuo to provide 17.6 g of 4-(4-thiazolylmethoxy)benzaldehyde. Run at time 48 hour. Starting materials: OC1=CC=C(C=O)C=C1 (4-hydroxybenzaldehyde), C([O-])([O-])=O.[K+].[K+] (potassium carbonate), Cl.S1C=NC(=C1)CCl (4-thiazolylmethyl chloride hydrochloride). The solvent is [Cl-].[Na+].O (brine), CN(C)C=O (DMF). Starting materials: CCOC(=O)C1(S(=O)(=O)c2ccc(OC)cc2)CCN(CC=C(C)C)CC1, CCO, [Na+], C1CCOC1, [OH-]. The product is COc1ccc(S(=O)(=O)C2(C(=O)O)CCN(CC=C(C)C)CC2)cc1. RXN SMILES: [CH2:1]([CH3:2])[O:3][C:4](=[O:5])[C:6]1([S:17](=[O:18])(=[O:19])[c:20]2[cH:21][cH:22][c:23]([O:26][CH3:27])[cH:24][cH:25]2)[CH2:7][CH2:8][N:9]([CH2:12][CH:13]=[C:14]([CH3:15])[CH3:16])[CH2:10][CH2:11]1.[CH3:35][CH2:36][OH:37].[Na+:29].[O:30]1[CH2:31][CH2:32][CH2:33][CH2:34]1.[OH-:28]>>[O:3]=[C:4]([OH:5])[C:6]1([S:17](=[O:18])(=[O:19])[c:20]2[cH:21][cH:22][c:23]([O:26][CH3:27])[cH:24][cH:25]2)[CH2:7][CH2:8][N:9]([CH2:12][CH:13]=[C:14]([CH3:15])[CH3:16])[CH2:10][CH2:11]1. Reactants: O=C(n1ccnc1)n1ccnc1, ClCCl, CC(C)(C)OC(=O)N1CCN(c2ccc(OCC3(C)Cn4cc([N+](=O)[O-])nc4O3)cc2)CC1, NCc1ccc(OC(F)(F)F)cc1, CN(C)C=O, O, O=C(O)C(F)(F)F. Product: CC1(COc2ccc(N3CCN(C(=O)NCc4ccc(OC(F)(F)F)cc4)CC3)cc2)Cn2cc([N+](=O)[O-])nc2O1. As a reaction SMILES: [C:54]([n:55]1[cH:56][cH:57][n:58][cH:59]1)([n:60]1[cH:61][cH:62][n:63][cH:64]1)=[O:65].[CH2:66]([Cl:67])[Cl:68].[CH3:1][C:2]1([CH2:13][O:14][c:15]2[cH:16][cH:17][c:18]([N:21]3[CH2:22][CH2:23][N:24]([C:27](=[O:28])[O:29][C:30]([CH3:31])([CH3:32])[CH3:33])[CH2:25][CH2:26]3)[cH:19][cH:20]2)[CH2:3][n:4]2[c:5]([n:7][c:8]([N+:10](=[O:11])[O-:12])[cH:9]2)[O:6]1.[F:41][C:42]([O:43][c:44]1[cH:45][cH:46][c:47]([CH2:48][NH2:49])[cH:50][cH:51]1)([F:52])[F:53].[O:69]=[CH:70][N:71]([CH3:72])[CH3:73].[OH2:74].[OH:34][C:35]([C:36]([F:37])([F:38])[F:39])=[O:40]>>[CH3:1][C:2]1([CH2:13][O:14][c:15]2[cH:16][cH:17][c:18]([N:21]3[CH2:22][CH2:23][N:24]([C:27](=[O:28])[NH:49][CH2:48][c:47]4[cH:46][cH:45][c:44]([O:43][C:42]([F:41])([F:52])[F:53])[cH:51][cH:50]4)[CH2:25][CH2:26]3)[cH:19][cH:20]2)[CH2:3][n:4]2[c:5]([n:7][c:8]([N+:10](=[O:11])[O-:12])[cH:9]2)[O:6]1. The reactants are C(C1=CC=CC=C1)N1C(CCC1)CN1C(NC2=CC=CC=C2C1C1=CC=CC=C1)=O (3-(1-benzylpyrrolidin-2-yl)methyl-4-phenyl-3,4-dihydro-2(1H)-quinazolinone), C(=O)[O-].[NH4+] (ammonium formate). Reagents/catalysts: [C].[Pd] (palladium-carbon). The solvent is C(C)O (ethanol). Product: N1C(CCC1)CN1C(NC2=CC=CC=C2C1C1=CC=CC=C1)=O (3-(pyrrolidin-2-yl)methyl-4-phenyl-3,4-dihydro-2(1H)-quinazolinone). Isolated yield 75.4%. RXN SMILES: C([N:8]1[CH2:12][CH2:11][CH2:10][CH:9]1[CH2:13][N:14]1[CH:23]([C:24]2[CH:29]=[CH:28][CH:27]=[CH:26][CH:25]=2)[C:22]2[C:17](=[CH:18][CH:19]=[CH:20][CH:21]=2)[NH:16][C:15]1=[O:30])C1C=CC=CC=1.C([O-])=O.[NH4+]>C(O)C.[C].[Pd]>[NH:8]1[CH2:12][CH2:11][CH2:10][CH:9]1[CH2:13][N:14]1[CH:23]([C:24]2[CH:29]=[CH:28][CH:27]=[CH:26][CH:25]=2)[C:22]2[C:17](=[CH:18][CH:19]=[CH:20][CH:21]=2)[NH:16][C:15]1=[O:30] |f:1.2,4.5|. Procedure details: To a solution of 15.98 g (40.2 mmol) of 3-(1-benzylpyrrolidin-2-yl)methyl-4-phenyl-3,4-dihydro-2(1H)-quinazolinone in 300 mL ethanol were added 13.61 g (216 mmol) of ammonium formate and 1.64 g of 10 % palladium-carbon, and the mixture was heated under reflux for 5 hours. After being cooled, the reaction mixture was filtered through cerite, and the filtrate was concentrated in vacuo. To the residue was added an aqueous saturated sodium hydrogencarbonate solution, and the mixture was extracted wi...